From a dataset of the Open Reaction Database (ORD), a public repository of structured organic reaction records. describe an organic reaction: reactants, conditions, products, and yield Reactants: C[Si](C)(C)CCOCn1cc(C(=O)NC(C(=O)N2CC(C#N)C2)C2CC2)c2nc(-c3cc4nccc(OCC(F)(F)F)c4s3)cnc21, C[Si](C)(C)CCOCn1cc(C(=O)NC(C(=O)N2CC(C#N)C2)C2CC2)c2nc(-c3cc4nccc(Cl)c4s3)cnc21. Product: N#CC1CN(C(=O)C(NC(=O)c2c[nH]c3ncc(-c4cc5nccc(OCC(F)(F)F)c5s4)nc23)C2CC2)C1. RXN SMILES: [C:1](#[N:2])[CH:3]1[CH2:4][N:5]([C:7]([CH:8]([CH:9]2[CH2:10][CH2:11]2)[NH:12][C:13](=[O:14])[c:15]2[cH:16][n:17]([CH2:39][O:40][CH2:41][CH2:42][Si:43]([CH3:44])([CH3:45])[CH3:46])[c:18]3[n:19][cH:20][c:21](-[c:24]4[cH:25][c:26]5[n:27][cH:28][cH:29][c:30]([O:33][CH2:34][C:35]([F:36])([F:37])[F:38])[c:31]5[s:32]4)[n:22][c:23]23)=[O:47])[CH2:6]1.[C:48]([CH:49]1[CH2:50][N:51]([C:52](=[O:53])[CH:54]([NH:55][C:56]([c:57]2[c:58]3[c:59]([n:60][cH:61][c:62](-[c:63]4[s:64][c:65]5[c:66]([n:67][cH:68][cH:69][c:70]5[Cl:71])[cH:72]4)[n:73]3)[n:74]([CH2:75][O:76][CH2:77][CH2:78][Si:79]([CH3:80])([CH3:81])[CH3:82])[cH:83]2)=[O:84])[CH:85]2[CH2:86][CH2:87]2)[CH2:88]1)#[N:89]>>[C:1](#[N:2])[CH:3]1[CH2:4][N:5]([C:7]([CH:8]([CH:9]2[CH2:10][CH2:11]2)[NH:12][C:13](=[O:14])[c:15]2[cH:16][nH:17][c:18]3[n:19][cH:20][c:21](-[c:24]4[cH:25][c:26]5[n:27][cH:28][cH:29][c:30]([O:33][CH2:34][C:35]([F:36])([F:37])[F:38])[c:31]5[s:32]4)[n:22][c:23]23)=[O:47])[CH2:6]1. Reactants: FC(C1=CC=C(C=C1)B(O)O)(F)F (4-trifluoromethybenzene boronic acid), BrC1=CC=C(C=O)C=C1 (4-bromobenzaldehyde), COCCOC (1,2-dimethoxyethane), C([O-])([O-])=O.[Na+].[Na+] (sodium carbonate). The reagents and catalysts are C(C)(=O)[O-].[Pd+2].C(C)(=O)[O-] (palladium acetate). Solvent: CCCCCC (hexane). The product is FC(C1=CC=C(C=C1)C1=CC=C(C=O)C=C1)(F)F (4-(4-Trifluoromethylphenyl)benzaldehyde). Reaction SMILES: [F:1][C:2]([F:13])([F:12])[C:3]1[CH:8]=[CH:7][C:6](B(O)O)=[CH:5][CH:4]=1.Br[C:15]1[CH:22]=[CH:21][C:18]([CH:19]=[O:20])=[CH:17][CH:16]=1.COCCOC.C(=O)([O-])[O-].[Na+].[Na+]>CCCCCC.C([O-])(=O)C.[Pd+2].C([O-])(=O)C>[F:1][C:2]([F:13])([F:12])[C:3]1[CH:8]=[CH:7][C:6]([C:15]2[CH:22]=[CH:21][C:18]([CH:19]=[O:20])=[CH:17][CH:16]=2)=[CH:5][CH:4]=1 |f:3.4.5,7.8.9|. Reported procedure: A 3 L 3-neck flask fitted with top stirrer, condenser and argon inlet/outlet was charged with 4-trifluoromethybenzene boronic acid (90.0 g, 0.474 mol), 4-bromobenzaldehyde (83.29 g, 0.450 mol) and 1,2-dimethoxyethane (1.3 L), followed by 2M aqueous sodium carbonate (474 ml) and palladium acetate (5.32 g, 0.0237 mol). The stirring mixture was heated to reflux for 4 h under argon, then allowed to cool to room temperature over 16 h. The reaction mixture was filtered through hyflo. The filtrate was ... Starting materials: Cc1cc(N)n[nH]1, CCN(C(C)C)C(C)C, O=C(c1ccc(F)cc1)c1nc(Cl)c2cccc(F)c2n1, CN(C)C=O, O. The product is Cc1cc(Nc2nc(C(=O)c3ccc(F)cc3)nc3c(F)cccc23)n[nH]1. As a reaction SMILES: [CH3:22][c:23]1[cH:24][c:25]([NH2:28])[n:26][nH:27]1.[CH:29]([N:30]([CH2:31][CH3:32])[CH:33]([CH3:34])[CH3:35])([CH3:36])[CH3:37].[Cl:1][c:2]1[n:3][c:4]([C:13](=[O:14])[c:15]2[cH:16][cH:17][c:18]([F:21])[cH:19][cH:20]2)[n:5][c:6]2[c:7]([F:12])[cH:8][cH:9][cH:10][c:11]12.[O:38]=[CH:39][N:40]([CH3:41])[CH3:42].[OH2:43]>>[c:2]1([NH:28][c:25]2[cH:24][c:23]([CH3:22])[nH:27][n:26]2)[n:3][c:4]([C:13](=[O:14])[c:15]2[cH:16][cH:17][c:18]([F:21])[cH:19][cH:20]2)[n:5][c:6]2[c:7]([F:12])[cH:8][cH:9][cH:10][c:11]12. The reactants are O=C1CC(=O)N(Cc2ccccc2)C(=O)N1Cc1ccccc1, ClCCl, O=C(Cl)Cc1ccccc1, c1ccncc1. The product is O=C(Cc1ccccc1)C1C(=O)N(Cc2ccccc2)C(=O)N(Cc2ccccc2)C1=O. As a reaction SMILES: [CH2:1]([c:2]1[cH:3][cH:4][cH:5][cH:6][cH:7]1)[N:8]1[C:9](=[O:10])[N:11]([CH2:17][c:18]2[cH:19][cH:20][cH:21][cH:22][cH:23]2)[C:12](=[O:13])[CH2:14][C:15]1=[O:16].[Cl:40][CH2:41][Cl:42].[c:30]1([CH2:36][C:37](=[O:38])[Cl:39])[cH:31][cH:32][cH:33][cH:34][cH:35]1.[cH:24]1[cH:25][cH:26][n:27][cH:28][cH:29]1>>[CH2:1]([c:2]1[cH:3][cH:4][cH:5][cH:6][cH:7]1)[N:8]1[C:9](=[O:10])[N:11]([CH2:17][c:18]2[cH:19][cH:20][cH:21][cH:22][cH:23]2)[C:12](=[O:13])[CH:14]([C:37]([CH2:36][c:30]2[cH:31][cH:32][cH:33][cH:34][cH:35]2)=[O:38])[C:15]1=[O:16]. As a reaction SMILES: [CH3:1][N:2]([CH3:18])[CH:3]([C:5]1[CH:10]=[CH:9][C:8]([C:11]2[CH:16]=[CH:15][CH:14]=[CH:13][C:12]=2C)=[CH:7][CH:6]=1)[CH3:4].C1N2CN3CN(C2)CN1C3.F[C:30](F)(F)[C:31]([OH:33])=O>>[CH3:18][N:2]([CH3:1])[CH:3]([C:5]1[CH:6]=[CH:7][C:8]([C:11]2[CH:16]=[CH:15][C:30]([CH:31]=[O:33])=[C:13]([CH3:14])[CH:12]=2)=[CH:9][CH:10]=1)[CH3:4]. Starting materials: CN(C(C)C1=CC=C(C=C1)C1=C(C=CC=C1)C)C ((±)-4'-[1-(dimethylamino)ethyl]-2-methylbiphenyl), C1N2CN3CN1CN(C2)C3 (hexamethylenetetramine), FC(C(=O)O)(F)F (trifluoroacetic acid). The yield is 52.0%. The product is CN(C(C)C1=CC=C(C=C1)C1=CC(=C(C=O)C=C1)C)C ((±)-4-[4'-(1-(dimethylamino)ethyl)phenyl]-2-methylbenzaldehyde). Run at time 15 minute. Reported procedure: A mixture of 4.76 g of (±)-4'-[1-(dimethylamino)ethyl]-2-methylbiphenyl, 2.94 g of hexamethylenetetramine and 30 mL of trifluoroacetic acid was heated to boiling under reflux for 5 days. The reaction mixture was then concentrated and treated with 100 mL of ice-water, whereupon it was stirred for 15 minutes, made basic with sodium carbonate and extracted with ether. After evaporation of the ethereal extracts and chromatography of the residue on silica gel with methylene chloride/methanol 9:1 as t...